The task is: describe an organic reaction: reactants, conditions, products, and yield. This data is from the Open Reaction Database (ORD), a public repository of structured organic reaction records. Starting materials: BrC=1SC=CC1CO (2-bromo-3-hydroxymethylthiophene), ClN1C(CCC1=O)=O (N-chlorosuccinimide). The solvent is C1CCOC1 (THF), O (water). Conditions: time 5 hour. Product: BrC=1SC(=CC1CO)Cl ((2-bromo-5-chloro-3-thienyl)methanol). RXN SMILES: [Br:1][C:2]1[S:3][CH:4]=[CH:5][C:6]=1[CH2:7][OH:8].[Cl:9]N1C(=O)CCC1=O>C1COCC1.O>[Br:1][C:2]1[S:3][C:4]([Cl:9])=[CH:5][C:6]=1[CH2:7][OH:8]. Procedure: To a solution of 2-bromo-3-hydroxymethylthiophene from Example 1, Step 1 (13.0 g, 67.3 mmol) in THF (100 mL) and water (10 mL) was added N-chlorosuccinimide (9.88 g, 74.0 mmol) and the mixture was stirred at r.t. for 5 h and concentrated in vacuo. The residue was worked up as above to afford the desired product. The crude product was used directly. Reactants: ClCCl, COCCn1ccc(N)n1, CN(C)C=O, O=C(O)C(CC1CCCCC1)N1Cc2c(F)cccc2C1=O, O=C(Cl)C(=O)Cl, Cc1cccc(C)n1. The product is COCCn1ccc(NC(=O)C(CC2CCCCC2)N2Cc3c(F)cccc3C2=O)n1. Reaction SMILES: [CH2:47]([Cl:48])[Cl:49].[CH3:29][O:30][CH2:31][CH2:32][n:33]1[n:34][c:35]([NH2:38])[cH:36][cH:37]1.[CH3:50][N:51]([CH3:52])[CH:53]=[O:54].[CH:1]1([CH2:7][CH:8]([C:9](=[O:10])[OH:11])[N:12]2[C:13](=[O:22])[c:14]3[cH:15][cH:16][cH:17][c:18]([F:21])[c:19]3[CH2:20]2)[CH2:2][CH2:3][CH2:4][CH2:5][CH2:6]1.[Cl:23][C:24]([C:25]([Cl:26])=[O:27])=[O:28].[n:39]1[c:40]([CH3:41])[cH:42][cH:43][cH:44][c:45]1[CH3:46]>>[CH:1]1([CH2:7][CH:8]([C:9](=[O:11])[NH:38][c:35]2[n:34][n:33]([CH2:32][CH2:31][O:30][CH3:29])[cH:37][cH:36]2)[N:12]2[C:13](=[O:22])[c:14]3[cH:15][cH:16][cH:17][c:18]([F:21])[c:19]3[CH2:20]2)[CH2:2][CH2:3][CH2:4][CH2:5][CH2:6]1. The reactants are COC1=CC=C(C=C1)C(CC)(O)C1=CC=C(C=C1)OC (1,1-bis(4-methoxyphenyl)propanol), O.C1(=CC=C(C=C1)S(=O)(=O)O)C (p-toluenesulfonic acid monohydrate). Run in C1(=CC=CC=C1)C (toluene), C1(=CC=CC=C1)C (toluene). Product: COC1=CC=C(C=C1)C(=CC)C1=CC=C(C=C1)OC (1,1-Bis(4-methoxyphenyl)propene). The yield is 97.4%. Reaction SMILES: [CH3:1][O:2][C:3]1[CH:8]=[CH:7][C:6]([C:9]([C:13]2[CH:18]=[CH:17][C:16]([O:19][CH3:20])=[CH:15][CH:14]=2)(O)[CH2:10][CH3:11])=[CH:5][CH:4]=1.O.C1(C)C=CC(S(O)(=O)=O)=CC=1>C1(C)C=CC=CC=1>[CH3:20][O:19][C:16]1[CH:15]=[CH:14][C:13]([C:9]([C:6]2[CH:5]=[CH:4][C:3]([O:2][CH3:1])=[CH:8][CH:7]=2)=[CH:10][CH3:11])=[CH:18][CH:17]=1 |f:1.2|. Procedure: Into a reactor were introduced 2.86 g (10.5 mmol) of the 1,1-bis(4-methoxyphenyl)propanol, 40 mL of toluene, and 28 mg of p-toluenesulfonic acid monohydrate under a nitrogen atmosphere. Azeotropic dehydration was conducted for 2 hours with toluene refluxing. After being cooled, the reaction mixture was washed with saturated aqueous sodium hydrogen carbonate solution and saturated aqueous sodium chloride solution, subsequently dried with anhydrous magnesium sulfate, and then concentrated under re... The reactants are Cl.ClC1=C(C=C(N)C=C1)C (4-Chloro-3-methylaniline hydrochloride), Cuprous chloride, S(=O)=O (sulfur dioxide), ice water, diazonium salt, N(=O)[O-].[Na+] (NaNO2), S(=O)=O (Sulfur dioxide), S(=O)=O (sulfur dioxide). Solvent: Cl (hydrochloride), C(C)(=O)O (acetic acid), CC(=O)O (AcOH), CC(=O)O (AcOH). Conditions: temperature -5 celsius, time 1 hour. The product is ClC1=C(C=C(C=C1)S(=O)(=O)Cl)C (4-chloro-3-methylbenzenesulfonyl chloride). Reaction SMILES: [ClH:1].[Cl:2][C:3]1[CH:9]=[CH:8][C:6](N)=[CH:5][C:4]=1[CH3:10].N([O-])=O.[Na+].[S:15](=[O:17])=[O:16]>Cl.C(O)(=O)C>[Cl:2][C:3]1[CH:9]=[CH:8][C:6]([S:15]([Cl:1])(=[O:17])=[O:16])=[CH:5][C:4]=1[CH3:10] |f:0.1,2.3|. Procedure details: 4-Chloro-3-methylaniline hydrochloride (75 g, 0.54 mol) was dissolved in 200 mL concentrated hydrochloride acid (200 mL) and acetic acid (60 mL). The mixture was cooled to −5° C. and NaNO2 (40.9 g, 0.59 mmol) was added. The mixture was stirred between −10° C. to −5° C. for 1 h. While the diazotization was in progress, glacial AcOH (600 mL) was placed in a 4000-mL beaker and stirred magnetically. Sulfur dioxide was introduced by a bubbler tube with a fritted end immersed below the surface of the ... Reactants: O=C1OC(=O)C2=C1CCCC2, CC(=O)O, [Na+], O=C([O-])O, Nc1ccccc1C=Cc1n[nH]c2ccccc12. Product: O=C1C2=C(CCCC2)C(=O)N1c1ccccc1C=Cc1n[nH]c2ccccc12. As a reaction SMILES: [C:19]1(=[O:29])[O:20][C:21](=[O:28])[C:22]2=[C:27]1[CH2:26][CH2:25][CH2:24][CH2:23]2.[CH3:35][C:36](=[O:37])[OH:38].[Na+:30].[OH:31][C:32](=[O:33])[O-:34].[nH:1]1[n:2][c:3]([CH:10]=[CH:11][c:12]2[c:13]([NH2:18])[cH:14][cH:15][cH:16][cH:17]2)[c:4]2[cH:5][cH:6][cH:7][cH:8][c:9]12>>[nH:1]1[n:2][c:3]([CH:10]=[CH:11][c:12]2[c:13]([N:18]3[C:19](=[O:20])[C:27]4=[C:22]([C:21]3=[O:28])[CH2:23][CH2:24][CH2:25][CH2:26]4)[cH:14][cH:15][cH:16][cH:17]2)[c:4]2[cH:5][cH:6][cH:7][cH:8][c:9]12. The reactants are step-ii, FC=1C=C(CN2N=C(C(=C2C)B2OC(C(O2)(C)C)(C)C)C)C=CC1 (1-(3-fluoro benzyl)-3,5-dimethyl-4-(4,4,5,5-tetramethyl-1,3,2-dioxaborolan-2-yl)-1H-pyrazole), FC=1C=C(CN2N=C(C(=C2C)B2OC(C(O2)(C)C)(C)C)C)C=CC1 (1-(3-fluoro benzyl)-3,5-dimethyl-4-(4,4,5,5-tetramethyl-1,3,2-dioxaborolan-2-yl)-1H-pyrazole), IC1=CN(C2=NC=C(C=C21)C2=C(C=C(C=C2)N2CCN(CC2)C(=O)OC(C)(C)C)OC)S(=O)(=O)C2=CC=C(C)C=C2 (tert-butyl 4-(4-(3-iodo-1-tosyl-1H-pyrrolo[2,3-b]pyridin-5-yl)-3-methoxyphenyl)piperazine-1-carboxylate), IC1=CN(C2=NC=C(C=C21)C2=C(C=C(C=C2)N2CCN(CC2)C(=O)OC(C)(C)C)OC)S(=O)(=O)C2=CC=C(C)C=C2 (tert-butyl 4-(4-(3-iodo-1-tosyl-1H-pyrrolo[2,3-b]pyridin-5-yl)-3-methoxyphenyl)piperazine-1-carboxylate), C([O-])([O-])=O.[Na+].[Na+] (sodium carbonate). Reagents/catalysts: Cl[Pd]([P](C1=CC=CC=C1)(C2=CC=CC=C2)C3=CC=CC=C3)([P](C4=CC=CC=C4)(C5=CC=CC=C5)C6=CC=CC=C6)Cl (Pd(PPh3)2Cl2). Run in C1(=CC=CC=C1)C.C(C)O.O (Toluene ethanol water). Yields the product FC=1C=C(CN2N=C(C(=C2C)C2=CN(C3=NC=C(C=C32)C3=C(C=C(C=C3)N3CCN(CC3)C(=O)OC(C)(C)C)OC)S(=O)(=O)C3=CC=C(C)C=C3)C)C=CC1 (tert-butyl 4-(4-(3-(1-(3-fluorobenzyl)-3,5-dimethyl-1H-pyrazol-4-yl)-1-tosyl-1H-pyrrolo[2,3-b]pyridin-5-yl)-3-methoxyphenyl)piperazine-1-carboxylate). Reaction SMILES: I[C:2]1[C:10]2[C:5](=[N:6][CH:7]=[C:8]([C:11]3[CH:16]=[CH:15][C:14]([N:17]4[CH2:22][CH2:21][N:20]([C:23]([O:25][C:26]([CH3:29])([CH3:28])[CH3:27])=[O:24])[CH2:19][CH2:18]4)=[CH:13][C:12]=3[O:30][CH3:31])[CH:9]=2)[N:4]([S:32]([C:35]2[CH:41]=[CH:40][C:38]([CH3:39])=[CH:37][CH:36]=2)(=[O:34])=[O:33])[CH:3]=1.[F:42][C:43]1[CH:44]=[C:45]([CH:63]=[CH:64][CH:65]=1)[CH2:46][N:47]1[C:51]([CH3:52])=[C:50](B2OC(C)(C)C(C)(C)O2)[C:49]([CH3:62])=[N:48]1.C(=O)([O-])[O-].[Na+].[Na+]>Cl[Pd](Cl)([P](C1C=CC=CC=1)(C1C=CC=CC=1)C1C=CC=CC=1)[P](C1C=CC=CC=1)(C1C=CC=CC=1)C1C=CC=CC=1.C1(C)C=CC=CC=1.C(O)C.O>[F:42][C:43]1[CH:44]=[C:45]([CH:63]=[CH:64][CH:65]=1)[CH2:46][N:47]1[C:51]([CH3:52])=[C:50]([C:2]2[C:10]3[C:5](=[N:6][CH:7]=[C:8]([C:11]4[CH:16]=[CH:15][C:14]([N:17]5[CH2:22][CH2:21][N:20]([C:23]([O:25][C:26]([CH3:29])([CH3:28])[CH3:27])=[O:24])[CH2:19][CH2:18]5)=[CH:13][C:12]=4[O:30][CH3:31])[CH:9]=3)[N:4]([S:32]([C:35]3[CH:41]=[CH:40][C:38]([CH3:39])=[CH:37][CH:36]=3)(=[O:34])=[O:33])[CH:3]=2)[C:49]([CH3:62])=[N:48]1 |f:2.3.4,6.7.8,^1:74,93|. Procedure details: Using similar reaction conditions as described in step-ii of example-1, tert-butyl 4-(4-(3-iodo-1-tosyl-1H-pyrrolo[2,3-b]pyridin-5-yl)-3-methoxyphenyl)piperazine-1-carboxylate (intermediate 52) (30 mg, 0.043 mmol) was coupled with 1-(3-fluorobenzyl)-3,5-dimethyl-4-(4,4,5,5-tetramethyl-1,3,2-dioxaborolan-2-yl)-1H-pyrazole (intermediate 16) (17 mg, 0.052 mmol) in sodium carbonate (14 mg, 0.13 mmol), Pd(PPh3)2Cl2 (1.5 mg, 0.00218 mmol), Toluene/ethanol/water (2/1/0.5 ml) to afford 156.0 mg (crude) ...